This data is from the Open Reaction Database (ORD), a public repository of structured organic reaction records. The task is: describe an organic reaction: reactants, conditions, products, and yield The reactants are CC=1CC(C(NN1)=O)C1CCN(CC1)C(=O)OCC1=CC=CC=C1 (benzyl 4-(6-methyl-3-oxo-2,3,4,5-tetrahydropyridazine-4-yl)piperidine-1-carboxylate). Reagents/catalysts: [Cu](Cl)Cl (Copper(II) chloride). Solvent: C(C)#N (acetonitrile). Reaction conditions: temperature 90 celsius, time 18 hour. Product: CC=1C=C(C(NN1)=O)C1CCN(CC1)C(=O)OCC1=CC=CC=C1 (Benzyl 4-(6-methyl-3-oxo-2,3-dihydropyridazin-4-yl)piperidine-1-carboxylate). The yield is 58.8%. RXN SMILES: [CH3:1][C:2]1[CH2:3][CH:4]([CH:9]2[CH2:14][CH2:13][N:12]([C:15]([O:17][CH2:18][C:19]3[CH:24]=[CH:23][CH:22]=[CH:21][CH:20]=3)=[O:16])[CH2:11][CH2:10]2)[C:5](=[O:8])[NH:6][N:7]=1>C(#N)C.[Cu](Cl)Cl>[CH3:1][C:2]1[CH:3]=[C:4]([CH:9]2[CH2:14][CH2:13][N:12]([C:15]([O:17][CH2:18][C:19]3[CH:20]=[CH:21][CH:22]=[CH:23][CH:24]=3)=[O:16])[CH2:11][CH2:10]2)[C:5](=[O:8])[NH:6][N:7]=1. Reported procedure: Copper(II) chloride (anhydrous; 2.02 g, 15.05 mmol) was added to a solution of benzyl 4-(6-methyl-3-oxo-2,3,4,5-tetrahydropyridazine-4-yl)piperidine-1-carboxylate (2.48 g, 7.53 mmol) in acetonitrile (26 mL). The reaction mixture was heated at 90° C. After 18 h, the mixture was cooled to ambient temperature and concentrated. The residue was diluted with dichloromethane and 1 N HCl. The mixture was extracted with dichloromethane (3×), and the combined organic extracts were dried over magnesium sul... Reactants: CSC(SC)=C(C(=O)OCC)C(=O)OCC (diethyl [bis(methylthio)methylene]malonate), FC1=CC=C(C=C1)NC(=N)C1=CC=C(C=C1)SC (N-(4-fluorophenyl)-4-(methylthio)benzenecarboximidamide), [K+].[Br-] (KBr). Product: FC1=CC=C(C=C1)N1C(=NC(=C(C1=O)C(=O)OCC)SC)C1=CC=C(C=C1)SC (ethyl 1-(4-fluorophenyl)-4-(methylthio)-2-[4-(methylthio)phenyl]-6-oxo-1,6-dihydropyrimidine-5-carboxylate). Isolated yield 15.7%. As a reaction SMILES: CS[C:3](=[C:6]([C:12]([O:14]CC)=O)[C:7]([O:9][CH2:10][CH3:11])=[O:8])[S:4][CH3:5].[F:17][C:18]1[CH:23]=[CH:22][C:21]([NH:24][C:25]([C:27]2[CH:32]=[CH:31][C:30]([S:33][CH3:34])=[CH:29][CH:28]=2)=[NH:26])=[CH:20][CH:19]=1.[K+].[Br-]>>[F:17][C:18]1[CH:23]=[CH:22][C:21]([N:24]2[C:12](=[O:14])[C:6]([C:7]([O:9][CH2:10][CH3:11])=[O:8])=[C:3]([S:4][CH3:5])[N:26]=[C:25]2[C:27]2[CH:32]=[CH:31][C:30]([S:33][CH3:34])=[CH:29][CH:28]=2)=[CH:20][CH:19]=1 |f:2.3|. Reported procedure: The title compound was prepared from diethyl [bis(methylthio)methylene]malonate (0.88 g, 3.3 mmol) and N-(4-fluorophenyl)-4-(methylthio)benzenecarboximidamide (0.87 g, 3.3 mmol) (prepared according to the procedure described in preparation 5) by following the procedure described in example 41 (0.22 g, yield 15.7%, mp 151-155° C., purity 99.72% by HPLC). 1H-NMR (CDCl3):δ 1.37-1.40 (t, 3H), 2.45 (s, 3H), 2.55 (s, 3H), 4.38-4.43 (q, 2H), 7.02-7.07 (m, 4H), 7.11-7.14 (m, 2H), 7.22-7.26 (m, 2H). IR (... Reactants: CC1=CC=C(C=C1)N(C(C=C(C)C)=O)C1=CC(=CC=C1)OC (N-(4-methylphenyl)-N-(3-methoxyphenyl)-3,3-dimethylacrylamide), CC1=CC=C(C=C1)N(C(C=C(C)C)=O)C1=CC(=CC=C1)OC (N-(4-methylphenyl)-N-(3-methoxyphenyl)-3,3-dimethylacrylamide), [Cl-].[Al+3].[Cl-].[Cl-] (aluminum chloride). Run in C(C(Cl)Cl)Cl (trichloroethane). Yields the product CC1(CC(N(C2=CC(=CC=C12)O)C1=CC=C(C=C1)C)=O)C (4,4-Dimethyl-3,4-dihydro-N-(4-methylphenyl)-7-hydroxy-2(1H)-quinolinone). Isolated yield 7.5%. As a reaction SMILES: [CH3:1][C:2]1[CH:7]=[CH:6][C:5]([N:8]([C:15]2[CH:20]=[CH:19][CH:18]=[C:17]([O:21]C)[CH:16]=2)[C:9](=[O:14])[CH:10]=[C:11]([CH3:13])[CH3:12])=[CH:4][CH:3]=1.[Cl-].[Al+3].[Cl-].[Cl-]>C(Cl)C(Cl)Cl>[CH3:12][C:11]1([CH3:13])[C:20]2[C:15](=[CH:16][C:17]([OH:21])=[CH:18][CH:19]=2)[N:8]([C:5]2[CH:4]=[CH:3][C:2]([CH3:1])=[CH:7][CH:6]=2)[C:9](=[O:14])[CH2:10]1 |f:1.2.3.4|. Reported procedure: To a solution of 55 mg (0.19 mmol) of N-(4-methylphenyl)-N-(3-methoxyphenyl)-3,3-dimethylacrylamide (Compound 16) in 2.0 mL of trichloroethane stirring under argon, was added 0.11 g (0.84 mmol) of aluminum chloride and the mixture was heated at 90°-100° C. for 18 hours. The reaction was cooled, poured onto ice, the mixture extracted with diethyl ether (2x) dried (MgSO4), filtered and concentrated in vacuo to give an oil. The mixture was purified by flash chromatography (30% ethyl acetate in hexa...